Dataset: the Open Reaction Database (ORD), a public repository of structured organic reaction records. Task: describe an organic reaction: reactants, conditions, products, and yield Reactants: CC(CC#C)(CCOC)O[Si](C)(C)C (4-methyl-4-trimethylsilyloxy-7-oxa-1-octyne), product, N(=NC(C#N)(C)C)C(C#N)(C)C (azobisisobutyronitrile), C(CCC)[SnH](CCCC)CCCC (tri-n-butyltin hydride). Run at time 2 hour. The product is C(CCC)[Sn](\C=C\CC(CCOC)(O[Si](C)(C)C)C)(CCCC)CCCC (E-1-Tri-n-butylstannyl-4-methyl-4-tri-methylsilyloxy-7-oxa-1-octene). Reaction SMILES: [CH3:1][C:2]([O:10][Si:11]([CH3:14])([CH3:13])[CH3:12])([CH2:6][CH2:7][O:8][CH3:9])[CH2:3][C:4]#[CH:5].N(C(C)(C)C#N)=NC(C)(C)C#N.[CH2:27]([SnH:31]([CH2:36][CH2:37][CH2:38][CH3:39])[CH2:32][CH2:33][CH2:34][CH3:35])[CH2:28][CH2:29][CH3:30]>>[CH2:36]([Sn:31]([CH2:27][CH2:28][CH2:29][CH3:30])([CH2:32][CH2:33][CH2:34][CH3:35])/[CH:5]=[CH:4]/[CH2:3][C:2]([CH3:1])([O:10][Si:11]([CH3:14])([CH3:12])[CH3:13])[CH2:6][CH2:7][O:8][CH3:9])[CH2:37][CH2:38][CH3:39]. Reported procedure: To a stirred solution of 15 g. (0.069 moles) of 4-methyl-4-trimethylsilyloxy-7-oxa-1-octyne and 75 mg. of azobisisobutyronitrile is added dropwise, under nitrogen atmosphere, 21.1 g. (0.073 moles) of tri-n-butyltin hydride. The solution is stirred at 130°-135° C. for 11/2 hours, then cooled to ambient temperature. Distillation provides 29 g. (86%) of product as a colorless oil; b.p. 165°-167° C. (0.25 mm.). Reactants: Cl.C(C)(=O)OCC (hydrochloric acid ethyl acetate), C(C)(C)(C)OC(=O)NC1(CCOCC1)CCC(=O)OCC (ethyl 3-(4-t-butoxycarbonylamino-tetrahydro-pyran-4-yl)-propionate), Cl.C(C)(=O)OCC (hydrochloric acid ethyl acetate). Run in C(C)(=O)OCC (ethyl acetate). Conditions: time 4 hour. Product: Cl.NC1(CCOCC1)CCC(=O)OCC (ethyl 3-(4-amino-tetrahydro-pyran-4-yl)-propionate monohydrochloride). Reaction SMILES: [ClH:1].C(OCC)(=O)C.C(OC([NH:15][C:16]1([CH2:22][CH2:23][C:24]([O:26][CH2:27][CH3:28])=[O:25])[CH2:21][CH2:20][O:19][CH2:18][CH2:17]1)=O)(C)(C)C>C(OCC)(=O)C>[ClH:1].[NH2:15][C:16]1([CH2:22][CH2:23][C:24]([O:26][CH2:27][CH3:28])=[O:25])[CH2:17][CH2:18][O:19][CH2:20][CH2:21]1 |f:0.1,4.5|. Procedure details: 4N hydrochloric acid-ethyl acetate solution (12.9 mL, 51.6 mmol) was added in a ethyl acetate (40 mL) solution of ethyl 3-(4-t-butoxycarbonylamino-tetrahydro-pyran-4-yl)-propionate (2.59 g, 8.6 mmol), which had been obtained in 4), in an ice bath. The reaction mixture was stirred at room temperature for 4 hours, and 4N hydrochloric acid-ethyl acetate solution (4.3 mL, 17.2 mmol) was added and the reaction mixture was further stirred at room temperature for 1 hour. The formed solid was filtered t... Reactants: C(=O)NCCCN(CCCNC=O)C (N,N-bis(3-formamidopropyl)methylamine), [N+](=O)([O-])C=1C=CC(=C(CCl)C1)OC (5-nitro-2-methoxybenzyl chloride). Run in O (water). Yields the product [Cl-].C[N+](CCCNC=O)(CCCNC=O)CC1=C(C=CC(=C1)[N+](=O)[O-])OC (N-methyl-N-(5-nitro-2-methoxybenzyl)-N,N-bis(3-formamidopropyl)ammonium chloride). Reaction SMILES: [CH:1]([NH:3][CH2:4][CH2:5][CH2:6][N:7]([CH3:14])[CH2:8][CH2:9][CH2:10][NH:11][CH:12]=[O:13])=[O:2].[N+:15]([C:18]1[CH:19]=[CH:20][C:21]([O:26][CH3:27])=[C:22]([CH:25]=1)[CH2:23][Cl:24])([O-:17])=[O:16]>O>[Cl-:24].[CH3:14][N+:7]([CH2:23][C:22]1[CH:25]=[C:18]([N+:15]([O-:17])=[O:16])[CH:19]=[CH:20][C:21]=1[O:26][CH3:27])([CH2:6][CH2:5][CH2:4][NH:3][CH:1]=[O:2])[CH2:8][CH2:9][CH2:10][NH:11][CH:12]=[O:13] |f:3.4|. Procedure details: Proceeding in a manner similar to that described above in B-8a, 142 parts of N,N-bis(3-formamidopropyl)methylamine and 141 parts of 5-nitro-2-methoxybenzyl chloride were interacted in 115 parts of water to obtain N-methyl-N-(5-nitro-2-methoxybenzyl)-N,N-bis(3-formamidopropyl)ammonium chloride. The product was not isolated but was used directly in solution for reduction of the nitro group. Starting materials: NC1=C(C(=O)NC2=C(C=C(C=C2)Cl)C)C=C(C=C1)[N+](=O)[O-] (N-(2-amino-5-nitrobenzoyl)-2-methyl-4-chloroaniline), N1=CC=CC=C1 (pyridine), FCC(=O)Cl (fluoroacetyl chloride). The solvent is O1CCCC1 (tetrahydrofuran). Product: FCC(=O)NC1=C(C(=O)NC2=C(C=C(C=C2)Cl)C)C=C(C=C1)[N+](=O)[O-] (N-(2-fluoroacetamido-5-nitrobenzoyl)-2-methyl-4-chloroaniline). Isolated yield 91.2%. As a reaction SMILES: [NH2:1][C:2]1[CH:18]=[CH:17][C:16]([N+:19]([O-:21])=[O:20])=[CH:15][C:3]=1[C:4]([NH:6][C:7]1[CH:12]=[CH:11][C:10]([Cl:13])=[CH:9][C:8]=1[CH3:14])=[O:5].N1C=CC=CC=1.[F:28][CH2:29][C:30](Cl)=[O:31]>O1CCCC1>[F:28][CH2:29][C:30]([NH:1][C:2]1[CH:18]=[CH:17][C:16]([N+:19]([O-:21])=[O:20])=[CH:15][C:3]=1[C:4]([NH:6][C:7]1[CH:12]=[CH:11][C:10]([Cl:13])=[CH:9][C:8]=1[CH3:14])=[O:5])=[O:31]. Procedure details: 3.3 g of N-(2-amino-5-nitrobenzoyl)-2-methyl-4-chloroaniline and 1.6 g of pyridine are dissolved in 60 ml of tetrahydrofuran, and 1.93 g of fluoroacetyl chloride are added dropwise thereto under ice-cooling and stirring. The mixture is stirred for 30 minutes under ice-cooling and further stirred at room temperature for 2 hours. The mixture is concentrated under reduced pressure to remove tetrahydrofuran. Water is added to the residue and crystalline precipitates are collected therefrom. The crys... Reactants: [BH4-], COC(=O)C(=CC1CCCC1)c1ccc(-n2nnnc2C)c(F)c1, CO, [Na+], Cl[Ni]Cl, O, O, O, O, O, O. The product is COC(=O)C(CC1CCCC1)c1ccc(-n2nnnc2C)c(F)c1. Reaction SMILES: [BH4-:25].[CH3:1][O:2][C:3]([C:4](=[CH:5][CH:6]1[CH2:7][CH2:8][CH2:9][CH2:10]1)[c:11]1[cH:12][c:13]([F:23])[c:14](-[n:17]2[n:18][n:19][n:20][c:21]2[CH3:22])[cH:15][cH:16]1)=[O:24].[CH3:27][OH:28].[Na+:26].[Ni:35]([Cl:36])[Cl:37].[OH2:29].[OH2:30].[OH2:31].[OH2:32].[OH2:33].[OH2:34]>>[CH3:1][O:2][C:3]([CH:4]([CH2:5][CH:6]1[CH2:7][CH2:8][CH2:9][CH2:10]1)[c:11]1[cH:12][c:13]([F:23])[c:14](-[n:17]2[n:18][n:19][n:20][c:21]2[CH3:22])[cH:15][cH:16]1)=[O:24].